From a dataset of the Open Reaction Database (ORD), a public repository of structured organic reaction records. describe an organic reaction: reactants, conditions, products, and yield Reactants: FC(OC1=CC=C(C=C1)C=1C=CC=2N(C1)C(NN2)=O)(F)F (6-(4-(trifluoromethoxy)phenyl)-[1,2,4]triazolo[4,3-a]pyridin-3(2H)-one), BrCCO (2-bromoethanol), C([O-])([O-])=O.[K+].[K+] (potassium carbonate). Run in CC(=O)N(C)C (DMA). Reaction conditions: temperature 110 celsius. Product: OCCN1N=C2N(C=C(C=C2)C2=CC=C(C=C2)OC(F)(F)F)C1=O (2-(2-hydroxyethyl)-6-(4-(trifluoromethoxy)phenyl)-[1,2,4]triazolo[4,3-a]pyridin-3(2H)-one), solid. RXN SMILES: [F:1][C:2]([F:21])([F:20])[O:3][C:4]1[CH:9]=[CH:8][C:7]([C:10]2[CH:11]=[CH:12][C:13]3[N:14]([C:16](=[O:19])[NH:17][N:18]=3)[CH:15]=2)=[CH:6][CH:5]=1.Br[CH2:23][CH2:24][OH:25].C(=O)([O-])[O-].[K+].[K+]>CC(N(C)C)=O>[OH:25][CH2:24][CH2:23][N:17]1[C:16](=[O:19])[N:14]2[CH:15]=[C:10]([C:7]3[CH:6]=[CH:5][C:4]([O:3][C:2]([F:1])([F:20])[F:21])=[CH:9][CH:8]=3)[CH:11]=[CH:12][C:13]2=[N:18]1 |f:2.3.4|. Reported procedure: 6-(4-(trifluoromethoxy)phenyl)-[1,2,4]triazolo[4,3-a]pyridin-3(2H)-one (825 mg) from Example 1 above was dissolved in DMA (10 mL), 2-bromoethanol (1.0 g) and potassium carbonate (235 mg) were added. Heated overnight at 110° C. Filtered, concentrated, and purified by chromatography (ethyl acetate/hexanes). 2-(2-hydroxyethyl)-6-(4-(trifluoromethoxy)phenyl)-[1,2,4]triazolo[4,3-a]pyridin-3(2H)-one was obtained as white solid (830 mg). m/z (ESI)=340.0 (base peak, M+H+); 701.1 (2M+Na+). 2-(2-hydroxyet... Reactants: C(C1=CC=CC=C1)OC=1C=C(C=C(C1)C(F)(F)F)CC(=O)O ((3-benzyloxy-5-trifluoromethyl-phenyl)-acetic acid), S(O)(O)(=O)=O (sulfuric acid), CCO (EtOH). Reaction conditions: time 8 hour. Product: C(C)OC(CC1=CC(=CC(=C1)C(F)(F)F)OCC1=CC=CC=C1)=O ((3-Benzyloxy-5-trifluoromethyl-phenyl)-acetic acid ethyl ester). Reaction SMILES: [CH2:1]([O:8][C:9]1[CH:10]=[C:11]([CH2:19][C:20]([OH:22])=[O:21])[CH:12]=[C:13]([C:15]([F:18])([F:17])[F:16])[CH:14]=1)[C:2]1[CH:7]=[CH:6][CH:5]=[CH:4][CH:3]=1.S(=O)(=O)(O)O.[CH3:28][CH2:29]O>>[CH2:28]([O:21][C:20](=[O:22])[CH2:19][C:11]1[CH:12]=[C:13]([C:15]([F:17])([F:18])[F:16])[CH:14]=[C:9]([O:8][CH2:1][C:2]2[CH:3]=[CH:4][CH:5]=[CH:6][CH:7]=2)[CH:10]=1)[CH3:29]. Procedure: To (3-benzyloxy-5-trifluoromethyl-phenyl)-acetic acid (1.5 g, 5.4 mmol) in EtOH (30 mL) was added sulfuric acid (1 mL), and the mixture was stirred overnight at room temperature. Once no starting material was seen by analytical LCMS, the reaction was worked up to give (3-Benzyloxy-5-trifluoromethyl-phenyl)-acetic acid ethyl ester. The reactants are C(C1=CC=CC=C1)(C1=CC=CC=C1)N1CC(C1)O (1-benzhydrylazetidin-3-ol), ClC=1C(=CC(=C(C(=O)OC(C)(C)C)C1)F)F (tert-butyl 5-chloro-2,4-difluorobenzoate), CC(C)([O-])C.[K+] (potassium tert-butoxide). Solvent: CS(=O)C (DMSO). Reaction conditions: temperature 20 celsius, time 1 hour. Product: C(C1=CC=CC=C1)(C1=CC=CC=C1)N1CC(C1)OC1=CC(=C(C(=O)OC(C)(C)C)C=C1Cl)F (tert-butyl 4-(1-benzhydrylazetidin-3-yloxy)-5-chloro-2-fluorobenzoate). Isolated yield 71.9%. Reaction SMILES: [CH:1]([N:14]1[CH2:17][CH:16]([OH:18])[CH2:15]1)([C:8]1[CH:13]=[CH:12][CH:11]=[CH:10][CH:9]=1)[C:2]1[CH:7]=[CH:6][CH:5]=[CH:4][CH:3]=1.[Cl:19][C:20]1[C:21](F)=[CH:22][C:23]([F:33])=[C:24]([CH:32]=1)[C:25]([O:27][C:28]([CH3:31])([CH3:30])[CH3:29])=[O:26].CC(C)([O-])C.[K+]>CS(C)=O>[CH:1]([N:14]1[CH2:17][CH:16]([O:18][C:21]2[C:20]([Cl:19])=[CH:32][C:24]([C:25]([O:27][C:28]([CH3:29])([CH3:30])[CH3:31])=[O:26])=[C:23]([F:33])[CH:22]=2)[CH2:15]1)([C:8]1[CH:13]=[CH:12][CH:11]=[CH:10][CH:9]=1)[C:2]1[CH:3]=[CH:4][CH:5]=[CH:6][CH:7]=1 |f:2.3|. Procedure: A mixture of 1-benzhydrylazetidin-3-ol (500 mg, 2.08 mmol), tert-butyl 5-chloro-2,4-difluorobenzoate (568 mg, 2.29 mmol) and potassium tert-butoxide (349 mg, 3.12 mmol) in DMSO (30 mL) was stirred at 20° C. for 1 h. The mixture was quenched with water and extracted with EtOAc (30 mL×3). The combined organic layers were washed with brine, dried over anhydrous sodium sulfate, filtered and concentrated to get the target compound (700 mg, 72%) which was used in the next step without further purifica... Reactants: S1C(=CC=C1)S (2-thiophenethiol), COC(CBr)OC (bromoacetaldehyde dimethyl acetal), C([O-])([O-])=O.[K+].[K+] (potassium carbonate). Solvent: CC(=O)C (acetone). The product is COC(CSC=1SC=CC1)OC (2-(2.2-Dimethoxyethylsulphanyl)-thiophene). Yield: 97.0%. As a reaction SMILES: [S:1]1[CH:5]=[CH:4][CH:3]=[C:2]1[SH:6].[CH3:7][O:8][CH:9]([O:12][CH3:13])[CH2:10]Br.C(=O)([O-])[O-].[K+].[K+]>CC(C)=O>[CH3:7][O:8][CH:9]([O:12][CH3:13])[CH2:10][S:6][C:2]1[S:1][CH:5]=[CH:4][CH:3]=1 |f:2.3.4|. Procedure: To a solution of 2-thiophenethiol (12.3 g, 106 mmol) in acetone (180 ml), bromoacetaldehyde dimethyl acetal (13.6 ml, 115 mmol) was added, followed by potassium carbonate (21.8 g, 158 mmol). The reaction was refluxed for 16 h, cooled, then filtered and concentrated under reduced pressure. The crude product was purified by column chromatography over silica (eluent: petrol:DCM, 2:1) to afford the product as an orange oil (21.0 g, 97%). M/Z 204 (M+). Found C, 47.0; H, 5.7; S, 32.3; O, 15.8. Calc. f... Reactants: [BH4-], C1COCCN1, CC(=O)O, CC(Cl)Cl, [Na+], O=Cc1ccn(-c2ccccc2C=Cc2n[nH]c3ccccc23)c1. Product: C(=Cc1n[nH]c2ccccc12)c1ccccc1-n1ccc(CN2CCOCC2)c1. RXN SMILES: [BH4-:35].[CH2:25]1[CH2:26][O:27][CH2:28][CH2:29][NH:30]1.[CH3:31][C:32](=[O:33])[OH:34].[Cl:37][CH:38]([Cl:39])[CH3:40].[Na+:36].[nH:1]1[n:2][c:3]([CH:10]=[CH:11][c:12]2[c:13](-[n:18]3[cH:19][c:20]([CH:23]=[O:24])[cH:21][cH:22]3)[cH:14][cH:15][cH:16][cH:17]2)[c:4]2[cH:5][cH:6][cH:7][cH:8][c:9]12>>[nH:1]1[n:2][c:3]([CH:10]=[CH:11][c:12]2[c:13](-[n:18]3[cH:19][c:20]([CH2:23][N:30]4[CH2:25][CH2:26][O:27][CH2:28][CH2:29]4)[cH:21][cH:22]3)[cH:14][cH:15][cH:16][cH:17]2)[c:4]2[cH:5][cH:6][cH:7][cH:8][c:9]12.